This data is from the Open Reaction Database (ORD), a public repository of structured organic reaction records. The task is: describe an organic reaction: reactants, conditions, products, and yield The reactants are CC(=O)O, NCc1cc(F)c(Nc2cc(C3CC3)[nH]n2)nc1NC(CO)c1ccc(F)cc1. Yields the product CC(=O)NCc1cc(F)c(Nc2cc(C3CC3)[nH]n2)nc1NC(CO)c1ccc(F)cc1. As a reaction SMILES: [CH3:30][C:31]([OH:32])=[O:33].[NH2:1][CH2:2][c:3]1[c:4]([NH:19][CH:20]([CH2:21][OH:22])[c:23]2[cH:24][cH:25][c:26]([F:29])[cH:27][cH:28]2)[n:5][c:6]([NH:10][c:11]2[n:12][nH:13][c:14]([CH:16]3[CH2:17][CH2:18]3)[cH:15]2)[c:7]([F:9])[cH:8]1>>[NH:1]([CH2:2][c:3]1[c:4]([NH:19][CH:20]([CH2:21][OH:22])[c:23]2[cH:24][cH:25][c:26]([F:29])[cH:27][cH:28]2)[n:5][c:6]([NH:10][c:11]2[n:12][nH:13][c:14]([CH:16]3[CH2:17][CH2:18]3)[cH:15]2)[c:7]([F:9])[cH:8]1)[C:31]([CH3:30])=[O:32]. Reactants: CC1(C)COC(CCCCl)(c2ccc(Br)cc2)OC1, CN(C)C=O, [H-], [Na+], O, N#Cc1cccc(O)c1. Product: CC1(C)COC(CCCOc2cccc(C#N)c2)(c2ccc(Br)cc2)OC1. RXN SMILES: [Br:12][c:13]1[cH:14][cH:15][c:16]([C:19]2([CH2:27][CH2:28][CH2:29][Cl:30])[O:20][CH2:21][C:22]([CH3:25])([CH3:26])[CH2:23][O:24]2)[cH:17][cH:18]1.[CH3:32][N:33]([CH3:34])[CH:35]=[O:36].[H-:1].[Na+:2].[OH2:31].[OH:3][c:4]1[cH:5][c:6]([C:7]#[N:8])[cH:9][cH:10][cH:11]1>>[O:3]([c:4]1[cH:5][c:6]([C:7]#[N:8])[cH:9][cH:10][cH:11]1)[CH2:29][CH2:28][CH2:27][C:19]1([c:16]2[cH:15][cH:14][c:13]([Br:12])[cH:18][cH:17]2)[O:20][CH2:21][C:22]([CH3:25])([CH3:26])[CH2:23][O:24]1. Reactants: OC1=CC(=CC=2C=COC21)S(=O)(=O)NC2=C(C=CC(=C2)C)OC (7-hydroxy-N-(2-methoxy-5-methylphenyl)-1-benzofuran-5-sulfonamide), IC1=CC(=CC=2C=COC21)S(=O)(=O)NC2=C(C=CC(=C2)C)OC (7-iodo-N-(2-methoxy-5-methylphenyl)-1-benzofuran-5-sulfonamide), OC1CCNCC1 (4-hydroxypiperidine), C(N)(OC)=O (methyl carbamate), S(C)(=O)(=O)[O-] (mesylate). Reagents/catalysts: [Cu] (copper). Run in COC1=C(C=C(C=C1)C)NS(=O)(=O)C=1C=C(C2=C(C=CO2)C1)OC1CCN(CC1)C(=O)OC (methyl 4-[(5-{[(2-methoxy-5-methylphenyl)amino]sulfonyl}-1-benzofuran-7-yl)oxy]piperidine-1-carboxylate). Product: N1CCC(CC1)OC1=CC(=CC=2C=COC21)NS(=O)(=O)C2=C(C=CC(=C2)C)OC (N-[7-(4-piperidinyl)oxy-1-benzofuran-5-yl]-2-methoxy-5-methylbenzenesulfonamide). Reaction SMILES: I[C:2]1[C:10]2OC=[CH:7][C:6]=2[CH:5]=[C:4]([S:11]([NH:14][C:15]2[CH:20]=[C:19]([CH3:21])[CH:18]=[CH:17][C:16]=2OC)(=[O:13])=[O:12])[CH:3]=1.[C:24](=[O:28])(OC)N.S([O-])(=O)(=O)C.[OH:34][CH:35]1[CH2:40][CH2:39][NH:38][CH2:37][CH2:36]1.[OH:41][C:42]1C2OC=CC=2C=C(S(NC2C=C(C)C=CC=2OC)(=O)=O)C=1>[Cu].COC1C=CC(C)=CC=1NS(C1C=C(OC2CCN(C(OC)=O)CC2)C2OC=CC=2C=1)(=O)=O>[NH:38]1[CH2:39][CH2:40][CH:35]([O:34][C:17]2[C:18]3[O:41][CH:42]=[CH:21][C:19]=3[CH:20]=[C:15]([NH:14][S:11]([C:4]3[CH:5]=[C:6]([CH3:7])[CH:10]=[CH:2][C:3]=3[O:28][CH3:24])(=[O:12])=[O:13])[CH:16]=2)[CH2:36][CH2:37]1. Procedure: Hydrolysis of 7-iodo-N-(2-methoxy-5-methylphenyl)-1-benzofuran-5-sulfonamide in alkaline solution using copper as catalyst results in 7-hydroxy-N-(2-methoxy-5-methylphenyl)-1-benzofuran-5-sulfonamide. Reaction with a methyl carbamate protected mesylate of 4-hydroxypiperidine, results in methyl 4-[(5-{[(2-methoxy-5-methylphenyl)amino]sulfonyl}-1-benzofuran-7-yl)oxy]piperidine-1-carboxylate, which is hydrolysed in alkaline solution giving the title compound. Reactants: CC(=O)O, CO, COc1ccccc1C(O)c1cc([N+](=O)[O-])ccc1Cl, O=[Cr](=O)=O, O, O, O. Product: COc1ccccc1C(=O)c1cc([N+](=O)[O-])ccc1Cl. Reaction SMILES: [C:5]([OH:6])(=[O:7])[CH3:8].[CH3:31][OH:32].[Cl:10][c:11]1[c:12]([CH:13]([c:14]2[c:15]([O:20][CH3:21])[cH:16][cH:17][cH:18][cH:19]2)[OH:22])[cH:23][c:24]([N+:27](=[O:28])[O-:29])[cH:25][cH:26]1.[O:1]=[Cr:2](=[O:3])=[O:4].[OH2:30].[OH2:33].[OH2:9]>>[Cl:10][c:11]1[c:12]([C:13]([c:14]2[c:15]([O:20][CH3:21])[cH:16][cH:17][cH:18][cH:19]2)=[O:22])[cH:23][c:24]([N+:27](=[O:28])[O-:29])[cH:25][cH:26]1. Starting materials: CS(C)=O, O=C(CCl)Nc1ccc([N+](=O)[O-])cc1O, [K+], [OH-]. The product is O=C1COc2cc([N+](=O)[O-])ccc2N1. RXN SMILES: [CH3:18][S:19]([CH3:20])=[O:21].[Cl:1][CH2:2][C:3](=[O:4])[NH:5][c:6]1[c:7]([OH:15])[cH:8][c:9]([N+:12](=[O:13])[O-:14])[cH:10][cH:11]1.[K+:17].[OH-:16]>>[CH2:2]1[C:3](=[O:4])[NH:5][c:6]2[c:7]([cH:8][c:9]([N+:12](=[O:13])[O-:14])[cH:10][cH:11]2)[O:15]1. Reactants: C(C1=CC=CC=C1)OC([C@H](C1=CC=C(C=C1)OCCOC1=C(C=CC=C1C)COC(C(CC)(C)C)=O)NC(=O)OC(C)(C)C)=O ((S)-alpha-[[(1,1-dimethyethoxy)carbonyl]amino]-4-[2-[2-[(2,2-dimethyl-1-oxobutoxy)methyl]-6-methylphenoxy]ethoxy]benzeneacetic acid benzyl ester), FC(C(=O)O)(F)F (trifluoroacetic acid). Solvent: ClCCl (dichloromethane). Conditions: time 45 minute. Yields the product C(C1=CC=CC=C1)OC([C@H](C1=CC=C(C=C1)OCCOC1=C(C=CC=C1C)COC(C(CC)(C)C)=O)N)=O ((S)-alpha-amino-4-[2-[2-[(2,2-dimethyl-1-oxobutoxy)methyl]-6-methylphenoxy]ethoxy]benzeneacetic acid benzyl ester). Yield: 90.7%. Reaction SMILES: [CH2:1]([O:8][C:9](=[O:45])[C@@H:10]([NH:37]C(OC(C)(C)C)=O)[C:11]1[CH:16]=[CH:15][C:14]([O:17][CH2:18][CH2:19][O:20][C:21]2[C:26]([CH3:27])=[CH:25][CH:24]=[CH:23][C:22]=2[CH2:28][O:29][C:30](=[O:36])[C:31]([CH3:35])([CH3:34])[CH2:32][CH3:33])=[CH:13][CH:12]=1)[C:2]1[CH:7]=[CH:6][CH:5]=[CH:4][CH:3]=1.FC(F)(F)C(O)=O>ClCCl>[CH2:1]([O:8][C:9](=[O:45])[C@@H:10]([NH2:37])[C:11]1[CH:12]=[CH:13][C:14]([O:17][CH2:18][CH2:19][O:20][C:21]2[C:26]([CH3:27])=[CH:25][CH:24]=[CH:23][C:22]=2[CH2:28][O:29][C:30](=[O:36])[C:31]([CH3:35])([CH3:34])[CH2:32][CH3:33])=[CH:15][CH:16]=1)[C:2]1[CH:7]=[CH:6][CH:5]=[CH:4][CH:3]=1. Procedure: As in Example 17, a solution of (S)-alpha-[[(1,1-dimethyethoxy)carbonyl]amino]-4-[2-[2-[(2,2-dimethyl-1-oxobutoxy)methyl]-6-methylphenoxy]ethoxy]benzeneacetic acid benzyl ester (2.59 g) in dichloromethane (8 mL) containing trifluoroacetic acid (8 mL) was stirred at room temperature for 45 minutes. The crude product was isolated in the previously described manner, was purified by HPLC (ethyl acetate-hexane; 1:1) to furnish 1.97 g of (S)-alpha-amino-4-[2-[2-[(2,2-dimethyl-1-oxobutoxy)methyl]-6-met... Reactants: CC(C)(C)OC(=O)NC(C(=O)O)c1ccc(O)cc1, CC(C)(C)[Si](C)(C)Cl, CCOC(C)=O, CN(C)C=O, c1c[nH]cn1. The product is CC(C)(C)OC(=O)NC(C(=O)O)c1ccc(O[Si](C)(C)C(C)(C)C)cc1. As a reaction SMILES: [C:1]([CH3:2])([CH3:3])([CH3:4])[O:5][C:6](=[O:7])[NH:8][CH:9]([C:10](=[O:11])[OH:12])[c:13]1[cH:14][cH:15][c:16]([OH:19])[cH:17][cH:18]1.[C:25]([CH3:26])([CH3:27])([CH3:28])[Si:29]([CH3:30])([CH3:31])[Cl:32].[CH3:38][CH2:39][O:40][C:41]([CH3:42])=[O:43].[O:33]=[CH:34][N:35]([CH3:36])[CH3:37].[nH:20]1[cH:21][cH:22][n:23][cH:24]1>>[C:1]([CH3:2])([CH3:3])([CH3:4])[O:5][C:6](=[O:7])[NH:8][CH:9]([C:10](=[O:11])[OH:12])[c:13]1[cH:14][cH:15][c:16]([O:19][Si:29]([C:25]([CH3:26])([CH3:27])[CH3:28])([CH3:30])[CH3:31])[cH:17][cH:18]1. The yield is 66.4%. Procedure details: 2,6-Difluoro-N-(3-methoxy-1H-pyrazolo[3,4-b]pyridin-5-yl)-3-(N-methylpropylsulfonamido)benzamide (66.4% yield) was prepared according to Example 1, Step E, substituting 3-methoxy-1H-pyrazolo[3,4-b]pyridin-5-amine for 1H-pyrazolo[3,4-b]pyridin-5-amine and 2,6-difluoro-3-(N-methylpropylsulfonamido)benzoic acid for 2,6-difluoro-3-(propylsulfonamido)benzoic acid. 2,6-Difluoro-3-(N-methylpropylsulfonamido) benzoic acid was isolated by column chromatography in 18% yield as a minor byproduct from Examp... The reactants are FC1=C(C(=O)O)C(=CC=C1N(S(=O)(=O)CCC)C)F (2,6-difluoro-3-(N-methylpropylsulfonamido)benzoic acid), FC1=C(C(=O)O)C(=CC=C1NS(=O)(=O)CCC)F (2,6-difluoro-3-(propylsulfonamido)benzoic acid), N1N=CC=2C1=NC=C(C2)N (1H-pyrazolo[3,4-b]pyridin-5-amine). Yields the product FC1=C(C(=O)NC=2C=C3C(=NC2)NN=C3OC)C(=CC=C1N(S(=O)(=O)CCC)C)F (2,6-Difluoro-N-(3-methoxy-1H-pyrazolo[3,4-b]pyridin-5-yl)-3-(N-methylpropylsulfonamido)benzamide), FC1=C(C(=O)O)C(=CC=C1N(S(=O)(=O)CCC)C)F (2,6-Difluoro-3-(N-methylpropylsulfonamido) benzoic acid), FC1=C(C(=O)O)C(=CC=C1NS(=O)(=O)CCC)F (2,6-difluoro-3-(propylsulfonamido)benzoic acid). As a reaction SMILES: [NH:1]1[C:5]2=[N:6][CH:7]=[C:8]([NH2:10])[CH:9]=[C:4]2[CH:3]=[N:2]1.[F:11][C:12]1[C:20]([N:21]([CH3:28])[S:22]([CH2:25][CH2:26][CH3:27])(=[O:24])=[O:23])=[CH:19][CH:18]=[C:17]([F:29])[C:13]=1[C:14]([OH:16])=[O:15].[F:30][C:31]1[C:39]([NH:40][S:41]([CH2:44][CH2:45][CH3:46])(=[O:43])=[O:42])=[CH:38][CH:37]=[C:36]([F:47])[C:32]=1[C:33]([OH:35])=[O:34]>>[F:11][C:12]1[C:20]([N:21]([CH3:28])[S:22]([CH2:25][CH2:26][CH3:27])(=[O:24])=[O:23])=[CH:19][CH:18]=[C:17]([F:29])[C:13]=1[C:14]([NH:10][C:8]1[CH:9]=[C:4]2[C:3]([O:34][CH3:33])=[N:2][NH:1][C:5]2=[N:6][CH:7]=1)=[O:15].[F:11][C:12]1[C:20]([N:21]([CH3:28])[S:22]([CH2:25][CH2:26][CH3:27])(=[O:23])=[O:24])=[CH:19][CH:18]=[C:17]([F:29])[C:13]=1[C:14]([OH:16])=[O:15].[F:30][C:31]1[C:39]([NH:40][S:41]([CH2:44][CH2:45][CH3:46])(=[O:42])=[O:43])=[CH:38][CH:37]=[C:36]([F:47])[C:32]=1[C:33]([OH:35])=[O:34].